This data is from the Open Reaction Database (ORD), a public repository of structured organic reaction records. The task is: describe an organic reaction: reactants, conditions, products, and yield Starting materials: COc1cccc(C(O)CCNC(=O)OC(C)(C)C)n1, N#Cc1cc(F)c(Cl)cc1F. Yields the product COc1cccc(C(CCNC(=O)OC(C)(C)C)Oc2cc(Cl)c(F)cc2C#N)n1. RXN SMILES: [CH3:1][C:2]([CH3:3])([CH3:4])[O:5][C:6]([NH:7][CH2:8][CH2:9][CH:10]([c:11]1[n:12][c:13]([O:17][CH3:18])[cH:14][cH:15][cH:16]1)[OH:19])=[O:20].[Cl:21][c:22]1[cH:23][c:24]([F:31])[c:25]([C:26]#[N:27])[cH:28][c:29]1[F:30]>>[CH3:1][C:2]([CH3:3])([CH3:4])[O:5][C:6]([NH:7][CH2:8][CH2:9][CH:10]([c:11]1[n:12][c:13]([O:17][CH3:18])[cH:14][cH:15][cH:16]1)[O:19][c:24]1[cH:23][c:22]([Cl:21])[c:29]([F:30])[cH:28][c:25]1[C:26]#[N:27])=[O:20]. The reagents and catalysts are CN(C)C=1C=CN=CC1 (DMAP), [Pd] (Pd/C). Reported procedure: After 1-methyl-4-nitroimidazole-2-carboxylic acid ethyl ester (2.56 g, 12.85 mmol) was dissolved in EA (20 ml), 10% Pd/C (100 mg, catalytic weight) was added thereto. The mixture was stirred for 10 hours at room temperature under hydrogen atmosphere to reduce a nitro group (NO2) into an amino group (NH2), whereby an imidazole-type amino acid was obtained. 10% Pd/C was filtered out by celite 545 filter, and the filtrate was washed with EA and MeOH, and concentrated. To the residue were added carb... Reaction SMILES: [CH2:1]([O:3][C:4]([C:6]1[N:7]([CH3:14])[CH:8]=[C:9]([N+:11]([O-])=O)[N:10]=1)=[O:5])[CH3:2].N1C=CN=C1.[F:20][C:21]([F:45])([F:44])[C:22]1[CH:27]=[CH:26][C:25]([S:28][CH2:29][CH2:30][O:31][C:32](=O)[O:33]C2C=CC([N+]([O-])=O)=CC=2)=[CH:24][CH:23]=1.CCN(C(C)C)C(C)C.C1C=CC2N(O)N=NC=2C=1>CC(=O)OCC.C(Cl)Cl.CN(C1C=CN=CC=1)C.[Pd].O>[CH2:1]([O:3][C:4]([C:6]1[N:7]([CH3:14])[CH:8]=[C:9]([NH:11][C:32]([O:31][CH2:30][CH2:29][S:28][C:25]2[CH:26]=[CH:27][C:22]([C:21]([F:20])([F:45])[F:44])=[CH:23][CH:24]=2)=[O:33])[N:10]=1)=[O:5])[CH3:2]. Starting materials: FC(C1=CC=C(C=C1)SCCOC(OC1=CC=C(C=C1)[N+](=O)[O-])=O)(F)F (carbonic acid 4-nitro-phenyl ester 2-(4-trifluoromethyl-phenylsulfanyl)-ethyl ester), CCN(C(C)C)C(C)C (DIEA), C=1C=CC2=C(C1)N=NN2O (HOBt), C(C)OC(=O)C=1N(C=C(N1)[N+](=O)[O-])C (1-methyl-4-nitroimidazole-2-carboxylic acid ethyl ester), amino acid, N1C=NC=C1 (imidazole). The product is C(C)OC(=O)C=1N(C=C(N1)NC(=O)OCCSC1=CC=C(C=C1)C(F)(F)F)C (1-methyl-4-[2-(4-trifluoromethyl-phenylsulfanyl)-ethoxycarbonylamino]-1H-imidazole-2-carboxylic acid ethyl ester). Run in C(Cl)Cl (DCM), O (water), CC(OCC)=O (EA). The yield is 77.4%. Conditions: time 10 hour. Reactants: Brc1ccc2c(c1)CCC2OC1CCCCO1, CN(C)C=O, CCOCC, [Cl-], [NH4+], C1CCOC1, O. Yields the product O=Cc1ccc2c(c1)CCC2OC1CCCCO1. As a reaction SMILES: [Br:1][c:2]1[cH:3][c:4]2[c:8]([cH:9][cH:10]1)[CH:7]([O:11][CH:12]1[O:13][CH2:14][CH2:15][CH2:16][CH2:17]1)[CH2:6][CH2:5]2.[CH3:18][N:19]([CH:20]=[O:21])[CH3:22].[CH3:31][CH2:32][O:33][CH2:34][CH3:35].[Cl-:24].[NH4+:25].[O:26]1[CH2:27][CH2:28][CH2:29][CH2:30]1.[OH2:23]>>[c:2]1([CH:20]=[O:21])[cH:3][c:4]2[c:8]([cH:9][cH:10]1)[CH:7]([O:11][CH:12]1[O:13][CH2:14][CH2:15][CH2:16][CH2:17]1)[CH2:6][CH2:5]2. Starting materials: COC1(C(COCC1)O)OC (4,4-dimethoxytetrahydro-2H-pyran-3-ol), [H-].[Na+] (sodium hydride), CI (methyl iodide). Run in C1CCOC1 (THF). Run at temperature 0 celsius, time 1 hour. Product: COC1COCCC1(OC)OC (3,4,4-Trimethoxytetrahydro-2H-pyran). As a reaction SMILES: [CH3:1][O:2][C:3]1([O:10][CH3:11])[CH2:8][CH2:7][O:6][CH2:5][CH:4]1[OH:9].[H-].[Na+].[CH3:14]I>C1COCC1>[CH3:14][O:9][CH:4]1[C:3]([O:10][CH3:11])([O:2][CH3:1])[CH2:8][CH2:7][O:6][CH2:5]1 |f:1.2|. Reported procedure: To a solution of 4,4-dimethoxytetrahydro-2H-pyran-3-ol (6.00 g, 37.0 mmol) in THF (100 mL) at 0° C. was added sodium hydride (1.48 g, 37.0 mmol). After being stirred at 0° C. for 1 h, methyl iodide (4.61 mL, 74.0 mmol) was added dropwise. The reaction was allowed to warm up to ambient temperature and quenched using aqueous NH4Cl. The product was extracted with ether three times. The combined extracts were dried over Na2SO4 and concentrated. Purification by flash chromatography on silica gel (10%... The reactants are CN(C)c1ccncc1, O=C(O)c1cn(-c2ccc(Cl)cc2)c(-c2ccccc2Cl)n1, ClCCl, NS(=O)(=O)c1ccc(C(F)(F)F)cc1. Product: O=C(NS(=O)(=O)c1ccc(C(F)(F)F)cc1)c1cn(-c2ccc(Cl)cc2)c(-c2ccccc2Cl)n1. As a reaction SMILES: [CH3:37][N:38]([c:39]1[cH:40][cH:41][n:42][cH:43][cH:44]1)[CH3:45].[Cl:1][c:2]1[c:3](-[c:8]2[n:9](-[c:16]3[cH:17][cH:18][c:19]([Cl:22])[cH:20][cH:21]3)[cH:10][c:11]([C:13](=[O:14])[OH:15])[n:12]2)[cH:4][cH:5][cH:6][cH:7]1.[Cl:46][CH2:47][Cl:48].[F:23][C:24]([c:25]1[cH:26][cH:27][c:28]([S:31](=[O:32])(=[O:33])[NH2:34])[cH:29][cH:30]1)([F:35])[F:36]>>[Cl:1][c:2]1[c:3](-[c:8]2[n:9](-[c:16]3[cH:17][cH:18][c:19]([Cl:22])[cH:20][cH:21]3)[cH:10][c:11]([C:13](=[O:15])[NH:34][S:31]([c:28]3[cH:27][cH:26][c:25]([C:24]([F:23])([F:35])[F:36])[cH:30][cH:29]3)(=[O:32])=[O:33])[n:12]2)[cH:4][cH:5][cH:6][cH:7]1. Reactants: FC1=CC=C(CCN2CCC(CC2)N2CCC3=CC=C(C=C23)CC(NCCC)=O)C=C1 (1-[1-(4-fluorophenethyl)piperidin-4-yl]-6-[(n-propylcarbamoyl)methyl]indoline). Reagents/catalysts: [O-2].[O-2].[Mn+4] (manganese dioxide). Solvent: C(Cl)(Cl)Cl (chloroform). Conditions: temperature 50 celsius, time 8 hour. The product is FC1=CC=C(CCN2CCC(CC2)N2C=CC3=CC=C(C=C23)CC(NCC)=O)C=C1 (1-[1-(4-fluorophenethyl)piperidin-4-yl]-6-(ethylcarbamoylmethyl)indole). The yield is 78.0%. Reaction SMILES: [F:1][C:2]1[CH:31]=[CH:30][C:5]([CH2:6][CH2:7][N:8]2[CH2:13][CH2:12][CH:11]([N:14]3[C:22]4[C:17](=[CH:18][CH:19]=[C:20]([CH2:23][C:24](=[O:29])[NH:25][CH2:26][CH2:27]C)[CH:21]=4)[CH2:16][CH2:15]3)[CH2:10][CH2:9]2)=[CH:4][CH:3]=1>C(Cl)(Cl)Cl.[O-2].[O-2].[Mn+4]>[F:1][C:2]1[CH:3]=[CH:4][C:5]([CH2:6][CH2:7][N:8]2[CH2:9][CH2:10][CH:11]([N:14]3[C:22]4[C:17](=[CH:18][CH:19]=[C:20]([CH2:23][C:24](=[O:29])[NH:25][CH2:26][CH3:27])[CH:21]=4)[CH:16]=[CH:15]3)[CH2:12][CH2:13]2)=[CH:30][CH:31]=1 |f:2.3.4|. Procedure: A suspension of 1-[1-(4-fluorophenethyl)piperidin-4-yl]-6-[(n-propylcarbamoyl)methyl]indoline (0.04 g) obtained in Example 150 and active manganese dioxide (0.08 g) in chloroform (30 ml) was vigorously stirred at 50° C. overnight. Then the reaction mixtures were filtered through celite and the residue was washed with chloroform. After concentrating the filtrate under reduced pressure, the residue was recrystallized from chloroform/hexane to give the title compound (0.03 g) as white needles (yiel... The reactants are CN1CCN(c2cc(-c3ccc4c(c3)CNCC4)nc(N)n2)CC1, O=C(Cl)Cl, Cl, Cl, CCOC(=O)C1CCCCC1N. Product: CCOC(=O)C1CCCCC1NC(=O)N1CCc2ccc(-c3cc(N4CCN(C)CC4)nc(N)n3)cc2C1. Reaction SMILES: [CH3:18][N:19]1[CH2:20][CH2:21][N:22]([c:25]2[n:26][c:27]([NH2:41])[n:28][c:29](-[c:31]3[cH:32][cH:33][c:34]4[c:39]([cH:40]3)[CH2:38][NH:37][CH2:36][CH2:35]4)[cH:30]2)[CH2:23][CH2:24]1.[Cl:14][C:15]([Cl:16])=[O:17].[ClH:1].[ClH:42].[NH2:2][CH:3]1[CH:4]([C:9](=[O:10])[O:11][CH2:12][CH3:13])[CH2:5][CH2:6][CH2:7][CH2:8]1>>[NH:2]([CH:3]1[CH:4]([C:9](=[O:10])[O:11][CH2:12][CH3:13])[CH2:5][CH2:6][CH2:7][CH2:8]1)[C:15](=[O:17])[N:37]1[CH2:36][CH2:35][c:34]2[cH:33][cH:32][c:31](-[c:29]3[n:28][c:27]([NH2:41])[n:26][c:25]([N:22]4[CH2:21][CH2:20][N:19]([CH3:18])[CH2:24][CH2:23]4)[cH:30]3)[cH:40][c:39]2[CH2:38]1. Starting materials: [Si](C)(C)(C(C)(C)C)O[C@H]1C[C@@H](CC2=CC[C@H]3[C@@H]4CCC([C@@]4(C)CC[C@@H]3[C@@]12C)=C)O[Si](C)(C)C(C)(C)C (1α,3β-bis(tert-butyldimethylsilyloxy)-17-methyleneandrost-5-ene), C12CCCC(CCC1)B2 (9-borabicyclo[3,3,1]nonane), [OH-].[Na+] (sodium hydroxide), OO (hydrogen peroxide). Run in CO (methanol). Conditions: time 4 hour. The product is [Si](C)(C)(C(C)(C)C)O[C@H]1C[C@@H](CC2=CC[C@H]3[C@@H]4CC[C@@H]([C@@]4(C)CC[C@@H]3[C@@]12C)CO)O[Si](C)(C)C(C)(C)C (1α,3β-bis(tert-butyldimethylsilyloxy)-17β-(hydroxymethyl)androst-5-ene). As a reaction SMILES: [Si:1]([O:8][C@@H:9]1[C@@:26]2([CH3:27])[C:13](=[CH:14][CH2:15][C@@H:16]3[C@@H:25]2[CH2:24][CH2:23][C@@:21]2([CH3:22])[C@H:17]3[CH2:18][CH2:19][C:20]2=[CH2:28])[CH2:12][C@@H:11]([O:29][Si:30]([C:33]([CH3:36])([CH3:35])[CH3:34])([CH3:32])[CH3:31])[CH2:10]1)([C:4]([CH3:7])([CH3:6])[CH3:5])([CH3:3])[CH3:2].C12BC(CCC1)CCC2.[OH-:46].[Na+].OO>CO>[Si:1]([O:8][C@@H:9]1[C@@:26]2([CH3:27])[C:13](=[CH:14][CH2:15][C@@H:16]3[C@@H:25]2[CH2:24][CH2:23][C@@:21]2([CH3:22])[C@H:17]3[CH2:18][CH2:19][C@@H:20]2[CH2:28][OH:46])[CH2:12][C@@H:11]([O:29][Si:30]([C:33]([CH3:36])([CH3:35])[CH3:34])([CH3:31])[CH3:32])[CH2:10]1)([C:4]([CH3:7])([CH3:6])[CH3:5])([CH3:3])[CH3:2] |f:2.3|. Procedure details: To 1α,3β-bis(tert-butyldimethylsilyloxy)-17-methyleneandrost-5-ene (30.3 g), was added 9-borabicyclo[3,3,1]nonane (0.5M solution in tetrahydrofuran, 228 ml) and reacted by stirring at room temperature for 4 hours. Under cooling with ice, a 3M sodium hydroxide solution (150 ml) and then a 30% hydrogen peroxide solution (150 ml) were added to the reaction mixture, followed by stirring at room temperature for 1 hour. The reaction mixture was extracted with ethyl acetate, the organic layer was washe...